From a dataset of the Open Reaction Database (ORD), a public repository of structured organic reaction records. describe an organic reaction: reactants, conditions, products, and yield The reactants are C(C=C)O (allyl alcohol), C(Cl)[C@H]1CO1 ((R)-epichlorohydrin). Run in C(C)OCC (Diethyl ether). Procedure details: A boron trifluoride-diethyl ether complex (0.34 ml) was added to allyl alcohol (11 ml), and the mixture was warmed to 45° C. Then, (R)-epichlorohydrin (5.0 g) was added and the mixture was stirred at the same temperature for 1.5 hours. Diethyl ether was added, followed by washing with water and drying over anhydrous magnesium sulfate. The solvent was evaporated under reduced pressure to give the crude title compound (10 g). Reaction conditions: temperature 45 celsius, time 1.5 hour. RXN SMILES: [CH2:1]([OH:4])[CH:2]=[CH2:3].[CH2:5]([C@@H:7]1[O:9][CH2:8]1)[Cl:6]>C(OCC)C>[CH2:1]([O:4][CH2:8][C@@H:7]([OH:9])[CH2:5][Cl:6])[CH:2]=[CH2:3]. Yields the product C(C=C)OC[C@H](CCl)O ((2R)-1-(Allyloxy)-3-chloropropan-2-ol). Starting materials: C(C(=O)[O-])(=O)[O-] (oxalate), COC1=CC=C(C=C1)[C@@H]1SC2=C(NC([C@@H]1OC(C)=O)=O)C=CC(=C2)Cl ((±)-cis-2-(4-methoxyphenyl)-3-acetoxy-8-chloro-2,3-dihydro-1,5-benzothiazepin-4(5H)-one), Cl.CN(CCC)CCCl (2-(N-methyl-N-n-propylamino)ethyl chloride hydrochloride), C([O-])([O-])=O.[K+].[K+] (potassium carbonate). Run in CC(=O)C (acetone). Yields the product C(C(=O)O)(=O)O.COC1=CC=C(C=C1)[C@@H]1SC2=C(N(C([C@@H]1OC(C)=O)=O)CCN(CCC)C)C=CC(=C2)Cl ((±)-cis-2-(4-methoxyphenyl)-3-acetoxy-5-[2-(N-methyl-N-n-propylamino)ethyl]-8-chloro-2,3-dihydro-1,5-benzothiazepin-4(5H)-one oxalate). RXN SMILES: [CH3:1][O:2][C:3]1[CH:8]=[CH:7][C:6]([C@H:9]2[C@@H:15]([O:16][C:17](=[O:19])[CH3:18])[C:14](=[O:20])[NH:13][C:12]3[CH:21]=[CH:22][C:23]([Cl:25])=[CH:24][C:11]=3[S:10]2)=[CH:5][CH:4]=1.Cl.[CH3:27][N:28]([CH2:32][CH2:33]Cl)[CH2:29][CH2:30][CH3:31].C(=O)([O-])[O-].[K+].[K+].[C:41]([O-:46])(=[O:45])[C:42]([O-:44])=[O:43]>CC(C)=O>[C:41]([OH:46])(=[O:45])[C:42]([OH:44])=[O:43].[CH3:1][O:2][C:3]1[CH:4]=[CH:5][C:6]([C@H:9]2[C@@H:15]([O:16][C:17](=[O:19])[CH3:18])[C:14](=[O:20])[N:13]([CH2:33][CH2:32][N:28]([CH3:27])[CH2:29][CH2:30][CH3:31])[C:12]3[CH:21]=[CH:22][C:23]([Cl:25])=[CH:24][C:11]=3[S:10]2)=[CH:7][CH:8]=1 |f:1.2,3.4.5,8.9|. Procedure details: A mixture of 1 g of (±)-cis-2-(4-methoxyphenyl)-3-acetoxy-8-chloro-2,3-dihydro-1,5-benzothiazepin-4(5H)-one, 0.55 g of 2-(N-methyl-N-n-propylamino)ethyl chloride hydrochloride, 0.95 g of potassium carbonate and 20 ml of acetone is treated in the same manner as described in Example 1. The product thus obtained is converted into its oxalate and recrystallized from a mixture of chloroform and ethanol. 1.1 g of (±)-cis-2-(4-methoxyphenyl)-3-acetoxy-5-[2-(N-methyl-N-n-propylamino)ethyl]-8-chloro-2,3-... The reactants are CC#N, O=P1(Cl)OCCO1, Cc1ccc(S(=O)(=O)OCCN)cc1, c1ccncc1. Yields the product NCCOP1(=O)OCCO1. As a reaction SMILES: [CH3:28][C:29]#[N:30].[Cl:21][P:22]1(=[O:27])[O:23][CH2:24][CH2:25][O:26]1.[c:1]1([CH3:2])[cH:3][cH:4][c:5]([S:6](=[O:7])(=[O:8])[O:10][CH2:11][CH2:12][NH2:13])[cH:9][cH:14]1.[cH:15]1[cH:16][cH:17][n:18][cH:19][cH:20]1>>[O:10]([CH2:11][CH2:12][NH2:13])[P:22]1(=[O:27])[O:23][CH2:24][CH2:25][O:26]1. Reaction SMILES: [C:1]([N:3]=[S:4]([C:6]1[CH:23]=[CH:22][C:9]([CH2:10][N:11]2[C:19](=[O:20])[C:18]3[C:13](=[CH:14][CH:15]=[CH:16][CH:17]=3)[C:12]2=[O:21])=[CH:8][CH:7]=1)[CH3:5])#[N:2].C(=O)([O-])[O-:25].[K+].[K+].ClC1C=C(C=CC=1)C(OO)=O.[O-]S([O-])(=S)=O.[Na+].[Na+]>C(O)C>[C:1]([N:3]=[S:4]([C:6]1[CH:23]=[CH:22][C:9]([CH2:10][N:11]2[C:19](=[O:20])[C:18]3[C:13](=[CH:14][CH:15]=[CH:16][CH:17]=3)[C:12]2=[O:21])=[CH:8][CH:7]=1)([CH3:5])=[O:25])#[N:2] |f:1.2.3,5.6.7|. Procedure details: A solution of 2-(4-(N-cyano-S-methylsulfinimidoyl)benzyl)isoindoline-1,3-dione (preparation 6b, 5.75 g, 17.78 mmol) and potassium carbonate (7.37 g, 53.34 mmol) in ethanol (130 mL) is cooled at 0° C. and treated with meta-chloroperoxybenzoic acid (mCPBA, 5.98 g, 26.67 mmol). The reaction mixture is warmed to room temperature and stirred overnight before more mCPBA (2.39 g, 10.66 mmol) is added and the mixture is stirred for 4 h. Saturated aqueous Na2S2O3 solution is added, and the mixture is ext... Solvent: C(C)O (ethanol). Run at time 4 hour. Product: C(#N)N=S(=O)(C)C1=CC=C(CN2C(C3=CC=CC=C3C2=O)=O)C=C1 (2-(4-(N-cyano-S-methylsulfonimidoyl)benzyl)isoindoline-1,3-dione). Starting materials: ClC=1C=C(C(=O)OO)C=CC1 (mCPBA), [O-]S(=O)(=S)[O-].[Na+].[Na+] (Na2S2O3), C(#N)N=S(C)C1=CC=C(CN2C(C3=CC=CC=C3C2=O)=O)C=C1 (2-(4-(N-cyano-S-methylsulfinimidoyl)benzyl)isoindoline-1,3-dione), C([O-])([O-])=O.[K+].[K+] (potassium carbonate), ClC=1C=C(C(=O)OO)C=CC1 (meta-chloroperoxybenzoic acid). Starting materials: CC(C)CN, O=C(Cl)CCl. Product: CC(C)CNC(=O)CCl. Reaction SMILES: [CH2:6]([CH:7]([CH3:8])[CH3:9])[NH2:10].[Cl:1][CH2:2][C:3](=[O:4])[Cl:5]>>[Cl:1][CH2:2][C:3](=[O:4])[NH:10][CH2:6][CH:7]([CH3:8])[CH3:9]. Reaction conditions: time 16 hour. As a reaction SMILES: [NH2:1][C@H:2]([C:8]([OH:10])=O)[CH2:3][CH2:4][CH2:5][CH2:6][NH2:7].O.O[N:13]1C2C=CC=CC=2N=N1.Cl.CN(C)CCCN=C=NCC.CN1CCOCC1>CN(C)C=O>[NH2:1][C@H:2]([C:8]([NH2:13])=[O:10])[CH2:3][CH2:4][CH2:5][CH2:6][NH2:7] |f:1.2,3.4|. The solvent is CN(C=O)C (dimethylformamide). Yield: 73.0%. The reactants are N[C@@H](CCCCN)C(=O)O (L-Lysine), O.ON1N=NC2=C1C=CC=C2 (1-hydroxy-benzotriazole hydrate), Cl.CN(CCCN=C=NCC)C (1-(3-dimethylaminopropyl)-3-ethylcarbodiimide hydrochloride), CN1CCOCC1 (N-Methylmorpholine), methyl (R,S)-3-amino-3-cyclohexylpropionate. Yields the product N[C@@H](CCCCN)C(=O)N (L-lysinamide). Procedure details: L-Lysine, N-e-(carbobenzoxy)-[N-α-[N-[4-[4-(2-methyl-1H-imidazol-1-yl)-butyl]phenyl]acetyl]-L-(O-benzyl)-seryl]-, (150.0 mg, 0.21 mmol), 1-hydroxy-benzotriazole hydrate (31.1 mg, 0.21 mmol), and 1-(3-dimethylaminopropyl)-3-ethylcarbodiimide hydrochloride (40.1 mg, 0.21 mmol) were mixed in dimethylformamide (2.0 mL) at 0° C. for 15 minutes. N-Methylmorpholine (60.0 mg, 0.60 mmol) and methyl (R,S)-3-amino-3-cyclohexylpropionate (46 mg, 0.21 nmol) were added, and the solution was stirred at room te... Starting materials: C(C(C)C)N1C=NC2=C1C=CC(=C2)N (1-isobutyl-5-aminobenzimidazole), BrBr (Br2), CO.C(Cl)Cl (MeOH CH2Cl2), N (NH3). Run in CC(=O)O (AcOH), CC(=O)O (AcOH). Product: C(C(C)C)N1C=NC2=C1C=CC(=C2Br)N (1-Isobutyl-4-bromo-5-aminobenzimidazole). Yield: 35.0%. As a reaction SMILES: [CH2:1]([N:5]1[C:9]2[CH:10]=[CH:11][C:12]([NH2:14])=[CH:13][C:8]=2[N:7]=[CH:6]1)[CH:2]([CH3:4])[CH3:3].[Br:15]Br.N.CO.C(Cl)Cl>CC(O)=O>[CH2:1]([N:5]1[C:9]2[CH:10]=[CH:11][C:12]([NH2:14])=[C:13]([Br:15])[C:8]=2[N:7]=[CH:6]1)[CH:2]([CH3:4])[CH3:3] |f:3.4|. Procedure details: To a solution of 1-isobutyl-5-aminobenzimidazole (2.4 g, 13 mmol) in 20 ml of AcOH was added solution of Br2 in AcOH until it produces a precipitation. The reaction mixture was concentrated in vacuo to provide a brown solid which was subjected to column chromatography (5% NH3 sat'd MeOH/CH2Cl2) to provide 1.2 g (4.5 mmol, 35%) of the product.